From a dataset of the Open Reaction Database (ORD), a public repository of structured organic reaction records. describe an organic reaction: reactants, conditions, products, and yield Reactants: CCO, Cc1ccc(OCCN(C)C)cc1[N+](=O)[O-]. The product is Cc1ccc(OCCN(C)C)cc1N. RXN SMILES: [CH3:17][CH2:18][OH:19].[CH3:1][N:2]([CH2:3][CH2:4][O:5][c:6]1[cH:7][c:8]([N+:13]([O-:14])=[O:15])[c:9]([CH3:12])[cH:10][cH:11]1)[CH3:16]>>[CH3:1][N:2]([CH2:3][CH2:4][O:5][c:6]1[cH:7][c:8]([NH2:13])[c:9]([CH3:12])[cH:10][cH:11]1)[CH3:16]. Reactants: CI, CO, [Na+], [OH-], Oc1ccccc1S. Product: CSc1ccccc1O. As a reaction SMILES: [CH3:11][I:12].[CH3:13][OH:14].[Na+:10].[OH-:9].[SH:1][c:2]1[c:3]([OH:8])[cH:4][cH:5][cH:6][cH:7]1>>[S:1]([c:2]1[c:3]([OH:8])[cH:4][cH:5][cH:6][cH:7]1)[CH3:11]. Reactants: CCO, CCOC(=O)c1cnc(Cl)cc1Cl, Cl, Nc1ccc(C(F)(F)C(F)(F)C(F)(F)C(F)(F)F)cc1F. Yields the product CCOC(=O)c1cnc(Cl)cc1Nc1ccc(C(F)(F)C(F)(F)C(F)(F)C(F)(F)F)cc1F. Reaction SMILES: [CH3:36][CH2:37][OH:38].[Cl:22][c:23]1[cH:24][c:25]([Cl:34])[n:26][cH:27][c:28]1[C:29](=[O:30])[O:31][CH2:32][CH3:33].[ClH:35].[F:1][c:2]1[c:3]([NH2:4])[cH:5][cH:6][c:7]([C:9]([C:10]([C:11]([C:12]([F:13])([F:14])[F:15])([F:16])[F:17])([F:18])[F:19])([F:20])[F:21])[cH:8]1>>[F:1][c:2]1[c:3]([NH:4][c:23]2[cH:24][c:25]([Cl:34])[n:26][cH:27][c:28]2[C:29](=[O:30])[O:31][CH2:32][CH3:33])[cH:5][cH:6][c:7]([C:9]([C:10]([C:11]([C:12]([F:13])([F:14])[F:15])([F:16])[F:17])([F:18])[F:19])([F:20])[F:21])[cH:8]1. Starting materials: CO, Cc1cn(N=Cc2cccnc2)c(=O)n1C, NN, O. The product is Cc1cn(N)c(=O)n1C. RXN SMILES: [CH3:20][OH:21].[CH3:4][n:5]1[c:6](=[O:19])[n:7]([N:11]=[CH:12][c:13]2[cH:14][n:15][cH:16][cH:17][cH:18]2)[cH:8][c:9]1[CH3:10].[NH2:2][NH2:3].[OH2:1]>>[CH3:4][n:5]1[c:6](=[O:19])[n:7]([NH2:11])[cH:8][c:9]1[CH3:10]. Starting materials: FC(C1=CC=C(C=C1)C=1OCC(N1)C(=O)OC)(F)F (methyl 2-[4-(trifluoromethyl)phenyl]-1,3-oxazoline-4-carboxylate), ClC=1C(C(=C(C(C1Cl)=O)C#N)C#N)=O (2,3-Dichloro-5,6-dicyano-1,4-benzoquinone). Run in C1(=CC=CC=C1)C (toluene). Conditions: temperature 75 celsius, time 36 hour. The product is FC(C1=CC=C(C=C1)C=1OC=C(N1)C(=O)OC)(F)F (methyl 2-[4-(trifluoromethyl)phenyl]-1,3-oxazole-4-carboxylate). Reaction SMILES: [F:1][C:2]([F:19])([F:18])[C:3]1[CH:8]=[CH:7][C:6]([C:9]2[O:10][CH2:11][CH:12]([C:14]([O:16][CH3:17])=[O:15])[N:13]=2)=[CH:5][CH:4]=1.ClC1C(=O)C(C#N)=C(C#N)C(=O)C=1Cl>C1(C)C=CC=CC=1>[F:19][C:2]([F:1])([F:18])[C:3]1[CH:4]=[CH:5][C:6]([C:9]2[O:10][CH:11]=[C:12]([C:14]([O:16][CH3:17])=[O:15])[N:13]=2)=[CH:7][CH:8]=1. Reported procedure: A solution of methyl 2-[4-(trifluoromethyl)phenyl]-1,3-oxazoline-4-carboxylate (1.33 g, 4.87 mmol) was stirred in toluene (60 ml) at 55° C. until all of the starting material was dissolved. 2,3-Dichloro-5,6-dicyano-1,4-benzoquinone (5.53 g, 24.365 mmol) was then added in portions, and the resulting solution was stirred at 75° C. for 36 hours. The solvent was evaporated under reduced pressure, and the residue was purified by column chromatography, to provide methyl 2-[4-(trifluoromethyl)phenyl]-1... Reactants: C(#N)C1=CC=C(C=C1)CCN(C(CCCNCS(=O)(=O)C1=C(C(=CC=C1)Cl)Cl)=O)C1CC1 (N-[2-(4-cyanophenyl)ethyl]-N-cyclopropyl-4-[(2,3-dichlorobenzenesulphonyl)methylamino]butyramide), [S] (sulphur), C(CN)N (ethylenediamine). Product: C1(CC1)N(C(CCCNCS(=O)(=O)C1=C(C(=CC=C1)Cl)Cl)=O)CCC1=CC=C(C=C1)C=1NCCN1 (N-cyclopropyl-4-[(2,3-dichlorobenzenesulphonyl)methylamino]-N-{2-[4-(4,5-dihydro-1H-imidazol-2-yl)phenyl]ethyl}butyramide). RXN SMILES: [C:1]([C:3]1[CH:8]=[CH:7][C:6]([CH2:9][CH2:10][N:11]([CH:30]2[CH2:32][CH2:31]2)[C:12](=[O:29])[CH2:13][CH2:14][CH2:15][NH:16][CH2:17][S:18]([C:21]2[CH:26]=[CH:25][CH:24]=[C:23]([Cl:27])[C:22]=2[Cl:28])(=[O:20])=[O:19])=[CH:5][CH:4]=1)#[N:2].[S].[CH2:34](N)[CH2:35][NH2:36]>>[CH:30]1([N:11]([CH2:10][CH2:9][C:6]2[CH:5]=[CH:4][C:3]([C:1]3[NH:36][CH2:35][CH2:34][N:2]=3)=[CH:8][CH:7]=2)[C:12](=[O:29])[CH2:13][CH2:14][CH2:15][NH:16][CH2:17][S:18]([C:21]2[CH:26]=[CH:25][CH:24]=[C:23]([Cl:27])[C:22]=2[Cl:28])(=[O:20])=[O:19])[CH2:31][CH2:32]1 |^3:32|. Procedure details: Analogously to 13b), N-cyclopropyl-4-[(2,3-dichlorobenzenesulphonyl)methylamino]-N-{2-[4-(4,5-dihydro-1H-imidazol-2-yl)phenyl]ethyl}butyramide was prepared from 0.84 g (1.70 mmol) of N-[2-(4-cyanophenyl)ethyl]-N-cyclopropyl-4-[(2,3-dichlorobenzenesulphonyl)methylamino]butyramide, 0.143 g (4.46 mmol) of sulphur and 3 ml of ethylenediamine. The reactants are C1(CC1)C1=CC(=CC(=N1)O)O (6-Cyclopropyl-2,4-dihydroxy-pyridine), [N+](=O)(O)[O-] (nitric acid), [N+](=O)(O)[O-] (nitric acid). Run in CC(=O)O.CCOC(=O)C (AcOH EtOAc). Reaction conditions: temperature 30 celsius, time 8 hour. The product is C1(CC1)C1=CC(=C(C(=N1)O)[N+](=O)[O-])O (6-Cyclopropyl-2,4-dihydroxy-3-nitro-pyridine). The yield is 514.0%. Reaction SMILES: [CH:1]1([C:4]2[N:9]=[C:8]([OH:10])[CH:7]=[C:6]([OH:11])[CH:5]=2)[CH2:3][CH2:2]1.[N+:12]([O-])([OH:14])=[O:13]>CC(O)=O.CCOC(C)=O>[CH:1]1([C:4]2[N:9]=[C:8]([OH:10])[C:7]([N+:12]([O-:14])=[O:13])=[C:6]([OH:11])[CH:5]=2)[CH2:3][CH2:2]1 |f:2.3|. Procedure details: 6-Cyclopropyl-2,4-dihydroxy-pyridine (1 g, 6.6 mmol) was suspended in AcOH:EtOAc (4:1, 10 mL) at room temperature. The mixture was warmed to 30° C. and a small portion of fuming nitric acid (0.05 ml, 1.2 mmol) was added dropwise, keeping the temperature between 30 and 35° C. Upon addition the mixture became a clear solution. The remainder of the fuming nitric acid (0.25 ml, 6.3 mmol) was added dropwise. The clear solution was allowed to cool to room temperature upon which a precipitate started t... Reactants: C1CC(=O)N(C1=O)Br (NBS), OCC(C(N)=S)(C)C (3-hydroxy-2,2-dimethylpropanethioamide), ClC1=NC=CC(=N1)C1=C(N=C(S1)C(C)(C)C)C=1C=C(C=CC1)NS(=O)(=O)C1=C(C=CC(=C1)F)F (N-{3-[5-(2-Chloro-4-pyrimidinyl)-2-(1,1-dimethylethyl)-1,3-thiazol-4-yl]phenyl}-2,5-difluorobenzenesulfonamide), ClC1=NC=CC(=N1)CC(=O)C=1C(=C(C=CC1)NS(=O)(=O)C1=C(C=CC=C1F)F)F (N-{3-[(2-chloro-4-pyrimidinyl)acetyl]-2-fluorophenyl}-2,6-difluorobenzenesulfonamide). Product: ClC1=NC=CC(=N1)C1=C(N=C(S1)C(CO)(C)C)C=1C(=C(C=CC1)NS(=O)(=O)C1=C(C=CC=C1F)F)F (N-{3-[5-(2-chloro-4-pyrimidinyl)-2-(2-hydroxy-1,1-dimethylethyl)-1,3-thiazol-4-yl]-2-fluorophenyl}-2,6-difluorobenzenesulfonamide), foam. The yield is 45.0%. Reaction SMILES: ClC1N=C(C2SC(C(C)(C)C)=NC=2C2C=C(NS(C3C=C(F)C=CC=3F)(=O)=O)C=CC=2)C=CN=1.[Cl:35][C:36]1[N:41]=[C:40]([CH2:42][C:43]([C:45]2[C:46]([F:63])=[C:47]([NH:51][S:52]([C:55]3[C:60]([F:61])=[CH:59][CH:58]=[CH:57][C:56]=3[F:62])(=[O:54])=[O:53])[CH:48]=[CH:49][CH:50]=2)=O)[CH:39]=[CH:38][N:37]=1.C1C(=O)N(Br)C(=O)C1.[OH:72][CH2:73][C:74]([CH3:79])([CH3:78])[C:75](=[S:77])[NH2:76]>>[Cl:35][C:36]1[N:41]=[C:40]([C:42]2[S:77][C:75]([C:74]([CH3:79])([CH3:78])[CH2:73][OH:72])=[N:76][C:43]=2[C:45]2[C:46]([F:63])=[C:47]([NH:51][S:52]([C:55]3[C:60]([F:61])=[CH:59][CH:58]=[CH:57][C:56]=3[F:62])(=[O:54])=[O:53])[CH:48]=[CH:49][CH:50]=2)[CH:39]=[CH:38][N:37]=1. Procedure: Following a procedure analogous to the procedure described for Intermediate 9 using N-{3-[(2-chloro-4-pyrimidinyl)acetyl]-2-fluorophenyl}-2,6-difluorobenzenesulfonamide (750 mg, 1.7 mmol), NBS (317 mg, 1.782 mmol), and 3-hydroxy-2,2-dimethylpropanethioamide (248 mg, 1.86 mmol), the title compound was obtained as an yellow foam (460 mg, 45%). A portion of the sample was crystallized from ethyl acetate-hexanes. 1H NMR (400 MHz, DMSO-d6) δ ppm 10.92 (s, 1H) 8.54 (d, J=5.31 Hz, 1H) 7.64-7.74 (m, 1H)... Reactants: O=C([O-])[O-], CN(C)C=O, [K+], [K+], O=C(O)c1cc([N+](=O)[O-])cc2sc3ccccc3c(=O)c12, OCCS. The product is O=C(O)c1cc(SCCO)cc2sc3ccccc3c(=O)c12. RXN SMILES: [C:26](=[O:27])([O-:28])[O-:29].[CH3:32][N:33]([CH3:34])[CH:35]=[O:36].[K+:30].[K+:31].[N+:1]([O-:2])(=[O:3])[c:4]1[cH:5][c:6]([C:19](=[O:20])[OH:21])[c:7]2[c:8](=[O:18])[c:9]3[cH:10][cH:11][cH:12][cH:13][c:14]3[s:15][c:16]2[cH:17]1.[SH:22][CH2:23][CH2:24][OH:25]>>[c:4]1([S:22][CH2:23][CH2:24][OH:25])[cH:5][c:6]([C:19](=[O:20])[OH:21])[c:7]2[c:8](=[O:18])[c:9]3[cH:10][cH:11][cH:12][cH:13][c:14]3[s:15][c:16]2[cH:17]1.